From a dataset of the Open Reaction Database (ORD), a public repository of structured organic reaction records. describe an organic reaction: reactants, conditions, products, and yield Reactants: Cl (Hydrochloric acid), [H][H] (hydrogen), C(C1=CC=CC=C1)NC1=NC(=CC(=C1)C)N1N=CC=N1 (N-benzyl-4-methyl-6-(2H-1,2,3-triazol-2-yl)pyridin-2-amine), C(C1=CC=CC=C1)NC1=NC(=CC(=C1)C)N1N=NC=C1 (N-benzyl-4-methyl-6-(1H-1,2,3-triazol-1-yl)pyridin-2-amine), [OH-].[Na+] (sodium hydroxide). Reagents/catalysts: [Pd] (palladium on carbon). Run in CO (methanol). Run at time 14 hour. Product: CC1=CC(=NC(=C1)N1N=CC=N1)N (4-methyl-6-(2H-1,2,3-triazol-2-yl)pyridin-2-amine). Reaction SMILES: C([NH:8][C:9]1[CH:14]=[C:13]([CH3:15])[CH:12]=[C:11]([N:16]2[N:20]=[CH:19][CH:18]=[N:17]2)[N:10]=1)C1C=CC=CC=1.C(NC1C=C(C)C=C(N2C=CN=N2)N=1)C1C=CC=CC=1.Cl.[H][H].[OH-].[Na+]>CO.[Pd]>[CH3:15][C:13]1[CH:12]=[C:11]([N:16]2[N:20]=[CH:19][CH:18]=[N:17]2)[N:10]=[C:9]([NH2:8])[CH:14]=1 |f:4.5|. Reported procedure: The 1:1 regioisomeric mixture of N-benzyl-4-methyl-6-(2H-1,2,3-triazol-2-yl)pyridin-2-amine (316 mg, 1.19 mmol) and N-benzyl-4-methyl-6-(1H-1,2,3-triazol-1-yl)pyridin-2-amine (316 mg, 1.19 mmol) from the previous step was dissolved in methanol (10 mL). Hydrochloric acid (37% in water, 1.96 mL, 23.8 mmol) and palladium on carbon (127 mg, 0.119 mmol, 10 wt %) were added. The flask was fitted with a hydrogen balloon and evacuated and backfilled with hydrogen (3×). The reaction mixture was stirred u... The reactants are FC(C=1C=CC(=NC1)NC1=C(C(=NC=C1)N)N)(F)F (N4-(5-(trifluoromethyl)pyridin-2-yl)pyridine-2,3,4-triamine), BrC=1C=C(C(=NC1)C(C(O)O)=O)C(F)(F)F (1-(5-bromo-3-(trifluoromethyl)pyridin-2-yl)-2,2-dihydroxyethanone), C(=O)(O)[O-].[Na+] (NaHCO3). Solvent: CCO (EtOH). Product: BrC=1C=C(C(=NC1)C1=CN=C2C(=N1)N=CC=C2NC2=NC=C(C=C2)C(F)(F)F)C(F)(F)F (3-(5-Bromo-3-(trifluoromethyl)pyridin-2-yl)-N-(5-(trifluoromethyl)pyridin-2-yl)pyrido[2,3-b]pyrazin-8-amine). Reaction SMILES: [Br:1][C:2]1[CH:3]=[C:4]([C:13]([F:16])([F:15])[F:14])[C:5]([C:8](=O)[CH:9](O)O)=[N:6][CH:7]=1.[F:17][C:18]([F:35])([F:34])[C:19]1[CH:20]=[CH:21][C:22]([NH:25][C:26]2[CH:31]=[CH:30][N:29]=[C:28]([NH2:32])[C:27]=2[NH2:33])=[N:23][CH:24]=1.C([O-])(O)=O.[Na+]>CCO>[Br:1][C:2]1[CH:3]=[C:4]([C:13]([F:16])([F:15])[F:14])[C:5]([C:8]2[N:32]=[C:28]3[N:29]=[CH:30][CH:31]=[C:26]([NH:25][C:22]4[CH:21]=[CH:20][C:19]([C:18]([F:35])([F:34])[F:17])=[CH:24][N:23]=4)[C:27]3=[N:33][CH:9]=2)=[N:6][CH:7]=1 |f:2.3|. Reported procedure: Dissolve the crude 1-(5-bromo-3-(trifluoromethyl)pyridin-2-yl)-2,2-dihydroxyethanone (800 mg, step 3) in 16.0 mL of EtOH, and then add N4-(5-(trifluoromethyl)pyridin-2-yl)pyridine-2,3,4-triamine (162 mg, step 5) followed by NaHCO3 (336 mg). Stir the reaction at room temperature for 18 hours under N2 atmosphere. Concentrate the reaction mixture under vacuum, and purify by column chromatography to afford the title compound as a yellow solid. 1H NMR (400 MHz, DMSO-D6) δ 9.405 (s, 1H), 9.287 (s, 1H)...